The task is: describe an organic reaction: reactants, conditions, products, and yield. This data is from the Open Reaction Database (ORD), a public repository of structured organic reaction records. The reactants are C(=O)(OCC1=CC=CC=C1)NCCCCCC(CC(=O)OC)=O (methyl 8-(N-Cbz-amino)-3-oxo-octanoate), CO (methanol). The solvent is O1CCCC1 (tetrahydrofuran). Product: C(=O)(OCC1=CC=CC=C1)NCCCCCC(CCO)O (8-(N-Cbz-amino)-1,3-octanediol). The yield is 9.0%. As a reaction SMILES: [C:1]([NH:11][CH2:12][CH2:13][CH2:14][CH2:15][CH2:16][C:17](=[O:23])[CH2:18][C:19](OC)=[O:20])([O:3][CH2:4][C:5]1[CH:10]=[CH:9][CH:8]=[CH:7][CH:6]=1)=[O:2].CO>O1CCCC1>[C:1]([NH:11][CH2:12][CH2:13][CH2:14][CH2:15][CH2:16][CH:17]([OH:23])[CH2:18][CH2:19][OH:20])([O:3][CH2:4][C:5]1[CH:10]=[CH:9][CH:8]=[CH:7][CH:6]=1)=[O:2]. Reported procedure: Methyl 8-(N-Cbz-amino)-3-oxo-octanoate (3,51.5 g, 0.16 moles) was dissolved in anhydrous tetrahydrofuran (350 mL) in a reaction flask equipped with a magnetic stirbar, reflux condenser, pressure equalizing addition funnel and nitrogen gas inlet. While stirring the mixture under nitrogen sodium borohydride (15.1 g, 0.4 moles) was cautiously added. The mixture was then heated to reflux and methanol was added dropwise over 90 minutes. Stirring was continued at reflux temperature for 60 minutes afte... Yields the product O=C(CCN1SC(=CC1=O)Cl)C (2-(3-Oxobutyl)-5-chloro-4-isothiazolin-3-one). As a reaction SMILES: [Cl:1][C:2]1[S:6][N:5]=[C:4]([OH:7])[CH:3]=1.[C:8]1([CH:15]=CC(O)=[CH:11][CH:10]=1)[OH:9]>C1(C)C=CC=CC=1>[O:9]=[C:8]([CH3:15])[CH2:10][CH2:11][N:5]1[C:4](=[O:7])[CH:3]=[C:2]([Cl:1])[S:6]1. Procedure: A solution of 5-chloro-3-hydroxyisothiazole (1.5 g, 0.011 mole), 2-trimethylysiloxy-1,3-butadiene (5.6 g, 0.04 mole) and 0.5 g of hydroquinone in 20 ml of toluene was heated at 80° C. for 96 hours. After cooling, the mixture was concentrated in vacuo. The residual oil was dissolved in diethyl ether and washed with saturated NaHCO3 solution and then with water. After drying (MgSO4) and concentrating the solution, the residual oil was purified by column chromatography on silica gel, using diethyl ... The reactants are ClC1=CC(=NS1)O (5-chloro-3-hydroxyisothiazole), 2-trimethylysiloxy-1,3-butadiene, C1(O)=CC=C(O)C=C1 (hydroquinone). Solvent: C1(=CC=CC=C1)C (toluene). Starting materials: CN(C(=O)[C@H]1N(CCC1)CCN(C(C1=CC(=CC=C1)C(NC1=C(C=C(C=C1)N1CCCCC1)C1=NC=CC(=C1)C(N[C@H]1CCCC2=CC=CC=C12)=O)=O)=O)C)CCOCCOCCOCCC(=O)O (2-Methyl-1-((S)-1-(2-(N-methyl-3-((4-(piperidin-1-yl)-2-(4-(((S)-1,2,3,4-tetrahydronaphthalen-1-yl)carbamoyl)pyridin-2-yl)phenyl)carbamoyl)benzamido)ethyl)pyrrolidin-2-yl)-1-oxo-5,8,11-trioxa-2-azatetradecan-14-oic acid), NCCOCCOCCOCCC(=O)OC(C)(C)C (tert-butyl 3-(2-(2-(2-aminoethoxy)ethoxy)ethoxy)propanoate). The product is CN(C(C1=CC(=CC=C1)C(NC1=C(C=C(C=C1)N1CCCCC1)C1=NC=CC(=C1)C(N[C@H]1CCCC2=CC=CC=C12)=O)=O)=O)CCN1[C@@H](CCC1)C(NCCOCCOCCOCCC(=O)O)=O (1-((S)-1-(2-(N-methyl-3-((4-(piperidin-1-yl)-2-(4-(((S)-1,2,3,4-tetrahydronaphthalen-1-yl)carbamoyl)pyridin-2-yl)phenyl)carbamoyl)benzamido)ethyl)pyrrolidin-2-yl)-1-oxo-5,8,11-trioxa-2-azatetradecan-14-oic acid). RXN SMILES: C[N:2]([CH2:56][CH2:57][O:58][CH2:59][CH2:60][O:61][CH2:62][CH2:63][O:64][CH2:65][CH2:66][C:67]([OH:69])=[O:68])[C:3]([C@@H:5]1[CH2:9][CH2:8][CH2:7][N:6]1[CH2:10][CH2:11][N:12]([CH3:55])[C:13](=[O:54])[C:14]1[CH:19]=[CH:18][CH:17]=[C:16]([C:20](=[O:53])[NH:21][C:22]2[CH:27]=[CH:26][C:25]([N:28]3[CH2:33][CH2:32][CH2:31][CH2:30][CH2:29]3)=[CH:24][C:23]=2[C:34]2[CH:39]=[C:38]([C:40](=[O:52])[NH:41][C@@H:42]3[C:51]4[C:46](=[CH:47][CH:48]=[CH:49][CH:50]=4)[CH2:45][CH2:44][CH2:43]3)[CH:37]=[CH:36][N:35]=2)[CH:15]=1)=[O:4].NCCOCCOCCOCCC(OC(C)(C)C)=O>>[CH3:55][N:12]([CH2:11][CH2:10][N:6]1[CH2:7][CH2:8][CH2:9][C@H:5]1[C:3](=[O:4])[NH:2][CH2:56][CH2:57][O:58][CH2:59][CH2:60][O:61][CH2:62][CH2:63][O:64][CH2:65][CH2:66][C:67]([OH:69])=[O:68])[C:13](=[O:54])[C:14]1[CH:19]=[CH:18][CH:17]=[C:16]([C:20](=[O:53])[NH:21][C:22]2[CH:27]=[CH:26][C:25]([N:28]3[CH2:29][CH2:30][CH2:31][CH2:32][CH2:33]3)=[CH:24][C:23]=2[C:34]2[CH:39]=[C:38]([C:40](=[O:52])[NH:41][C@@H:42]3[C:51]4[C:46](=[CH:47][CH:48]=[CH:49][CH:50]=4)[CH2:45][CH2:44][CH2:43]3)[CH:37]=[CH:36][N:35]=2)[CH:15]=1. Reported procedure: This compound was prepared according to the procedure described for the synthesis of 2-Methyl-1-((S)-1-(2-(N-methyl-3-((4-(piperidin-1-yl)-2-(4-(((S)-1,2,3,4-tetrahydronaphthalen-1-yl)carbamoyl)pyridin-2-yl)phenyl)carbamoyl)benzamido)ethyl)pyrrolidin-2-yl)-1-oxo-5,8,11-trioxa-2-azatetradecan-14-oic acid Example 191, using tert-butyl 3-(2-(2-(2-aminoethoxy)ethoxy)ethoxy)propanoate in place of tert-butyl 5,8,11-trioxa-2-azatetradecan-14-oate. MS (ES, m/z): 932.38 [M+H]+. Reactants: C([O-])([O-])=O.[Na+].[Na+] (sodium carbonate), CN(C1=CC=CC=C1)C (N,N-Dimethylaniline), P(=O)(Cl)(Cl)Cl (phosphorus oxychloride), NC1=NC(C2C(=N1)CN(CC2)CC2=CC=CC=C2)=O (2-amino-7-benzyl-5,6,7,8-tetrahydropyrido[3,4-d]pyrimidin-4(4aH)-one). The solvent is ClCCCl (1,2-dichloroethane). Run at temperature 90 celsius, time 45 minute. Yields the product C(C1=CC=CC=C1)N1CC2=CC(=CC(=C2CC1)Cl)N (2-Benzyl-5-chloro-1,2,3,4-tetrahydroisoquinolin-7-amine). Yield: 83.6%. RXN SMILES: C[N:2](C)[C:3]1[CH:8]=[CH:7][CH:6]=[CH:5][CH:4]=1.P(Cl)(Cl)([Cl:12])=O.NC1N=[C:20]2[CH2:22][N:23]([CH2:26][C:27]3[CH:32]=[CH:31][CH:30]=[CH:29][CH:28]=3)[CH2:24]CC2C(=O)N=1.C(=O)([O-])[O-].[Na+].[Na+]>ClCCCl>[CH2:26]([N:23]1[CH2:22][CH2:20][C:6]2[C:5](=[CH:4][C:3]([NH2:2])=[CH:8][C:7]=2[Cl:12])[CH2:24]1)[C:27]1[CH:32]=[CH:31][CH:30]=[CH:29][CH:28]=1 |f:3.4.5|. Procedure details: N,N-Dimethylaniline (1.4 g, 11.4 mmol) and phosphorus oxychloride (14 g, 91.2 mmol) were added to a solution of 2-amino-7-benzyl-5,6,7,8-tetrahydropyrido[3,4-d]pyrimidin-4(4aH)-one (2.9 g, 11.4 mmol) in 1,2-dichloroethane (23 mL, anhydrous) and were stirred in a preheated oil bath at 90° C. for 45 min. The reaction mixture was poured into ice, neutralized by solid sodium carbonate, extracted by ethyl acetate, and the dark brown semi solid was dissolved in methanol. The combined ethyl acetate and... Starting materials: CC[Si](C)(C)OC(=O)CC(=O)O[Si](C)(C)CC, C1CCNCC1, COc1ccc(C=O)cc1, CC(=O)O, Cc1ccccc1, O. The product is CC[Si](C)(C)OC(=O)C(=Cc1ccc(OC)cc1)C(=O)O[Si](C)(C)CC. As a reaction SMILES: [C:11]([CH2:12][C:13](=[O:14])[O:15][Si:16]([CH2:17][CH3:18])([CH3:19])[CH3:20])(=[O:21])[O:22][Si:23]([CH2:24][CH3:25])([CH3:26])[CH3:27].[CH2:28]1[CH2:29][CH2:30][NH:31][CH2:32][CH2:33]1.[CH3:1][O:2][c:3]1[cH:4][cH:5][c:6]([CH:7]=[O:8])[cH:9][cH:10]1.[CH3:34][C:35](=[O:36])[OH:37].[CH3:38][c:39]1[cH:40][cH:41][cH:42][cH:43][cH:44]1.[OH2:45]>>[CH3:1][O:2][c:3]1[cH:4][cH:5][c:6]([CH:7]=[C:12]([C:11](=[O:21])[O:22][Si:23]([CH2:24][CH3:25])([CH3:26])[CH3:27])[C:13](=[O:14])[O:15][Si:16]([CH2:17][CH3:18])([CH3:19])[CH3:20])[cH:9][cH:10]1. Starting materials: O=C([O-])[O-], COC1CCN(C(=O)c2cc3nccc(Cl)c3s2)C1, [Cs+], [Cs+], COC(=O)c1c(C)oc2cc(O)ccc12. Yields the product COC(=O)c1c(C)oc2cc(Oc3ccnc4cc(C(=O)N5CCC(OC)C5)sc34)ccc12. As a reaction SMILES: [C:35](=[O:36])([O-:37])[O-:38].[Cl:1][c:2]1[c:3]2[c:4]([n:5][cH:6][cH:7]1)[cH:8][c:9]([C:11](=[O:12])[N:13]1[CH2:14][CH:15]([O:18][CH3:19])[CH2:16][CH2:17]1)[s:10]2.[Cs+:39].[Cs+:40].[OH:20][c:21]1[cH:22][c:23]2[c:24]([c:25]([C:29](=[O:30])[O:31][CH3:32])[c:26]([CH3:28])[o:27]2)[cH:33][cH:34]1>>[c:2]1([O:20][c:21]2[cH:22][c:23]3[c:24]([c:25]([C:29](=[O:30])[O:31][CH3:32])[c:26]([CH3:28])[o:27]3)[cH:33][cH:34]2)[c:3]2[c:4]([n:5][cH:6][cH:7]1)[cH:8][c:9]([C:11](=[O:12])[N:13]1[CH2:14][CH:15]([O:18][CH3:19])[CH2:16][CH2:17]1)[s:10]2. Reactants: Br, OCc1ccccc1C(F)(F)F, O. The product is FC(F)(F)c1ccccc1CBr. As a reaction SMILES: [BrH:13].[F:1][C:2]([c:3]1[c:4]([CH2:5][OH:6])[cH:7][cH:8][cH:9][cH:10]1)([F:11])[F:12].[OH2:14]>>[F:1][C:2]([c:3]1[c:4]([CH2:5][Br:13])[cH:7][cH:8][cH:9][cH:10]1)([F:11])[F:12]. Starting materials: C1(=CC=CC=C1)N1C=NC2=C(C1=O)SC=C2C2=CC=CC=C2 (3,7-Diphenylthieno[3,2-d]pyrimidin-4(3H)-one), NC1=C(SC=C1C1=CC=CC=C1)C(=O)OC (methyl 3-amino-4-phenylthiophene-2-carboxylate), C(OCC)(OCC)OCC (triethyl orthoformate), BrC1=CC=C(N)C=C1 (4-bromoaniline). Solvent: C(C)(=O)O (acetic acid). Yields the product BrC1=CC=C(C=C1)N1C=NC2=C(C1=O)SC=C2C2=CC=CC=C2 (3-(4-Bromophenyl)-7-phenylthieno[3,2-d]pyrimidin-4(3H)-one). The yield is 4.0%. RXN SMILES: [C:1]1([N:7]2[C:12](=[O:13])[C:11]3[S:14][CH:15]=[C:16]([C:17]4[CH:22]=[CH:21][CH:20]=[CH:19][CH:18]=4)[C:10]=3[N:9]=[CH:8]2)[CH:6]=[CH:5][CH:4]=[CH:3][CH:2]=1.NC1C(C2C=CC=CC=2)=CSC=1C(OC)=O.C(OCC)(OCC)OCC.[Br:49]C1C=CC(N)=CC=1>C(O)(=O)C>[Br:49][C:4]1[CH:5]=[CH:6][C:1]([N:7]2[C:12](=[O:13])[C:11]3[S:14][CH:15]=[C:16]([C:17]4[CH:18]=[CH:19][CH:20]=[CH:21][CH:22]=4)[C:10]=3[N:9]=[CH:8]2)=[CH:2][CH:3]=1. Procedure details: In the same manner as the synthesis of Compound 1, methyl 3-amino-4-phenylthiophene-2-carboxylate (200 mg, 0.86 mmol), triethyl orthoformate (2 ml), 4-bromoaniline (280 mg, 1.63 mmol), and acetic acid (0.2 ml) were used to give 13 mg (0.034 mmol, 4% yield) of the title compound.